This data is from the Open Reaction Database (ORD), a public repository of structured organic reaction records. The task is: describe an organic reaction: reactants, conditions, products, and yield Reactants: C=CCc1c(CO[Si](C)(C)C(C)(C)C)cc(C(F)(F)F)nc1OC, C[N+]1([O-])CCC23C=CCCC2C1Cc1ccccc13, CC(C)=O, CO, [O-][I+3]([O-])([O-])[O-], [Na+], [Na+], O, O, O=S([O-])O. Yields the product COc1nc(C(F)(F)F)cc(CO[Si](C)(C)C(C)(C)C)c1CC=O. RXN SMILES: [CH2:1]([CH:2]=[CH2:3])[c:4]1[c:5]([O:23][CH3:24])[n:6][c:7]([C:19]([F:20])([F:21])[F:22])[cH:8][c:9]1[CH2:10][O:11][Si:12]([CH3:13])([CH3:14])[C:15]([CH3:16])([CH3:17])[CH3:18].[CH3:25][N+:26]1([O-:43])[CH2:27][CH2:28][C:29]23[c:30]4[cH:31][cH:32][cH:33][cH:34][c:35]4[CH2:36][CH:37]1[CH:38]2[CH2:39][CH2:40][CH:41]=[CH:42]3.[CH3:56][C:57]([CH3:58])=[O:59].[CH3:60][OH:61].[I+3:49]([O-:50])([O-:51])([O-:52])[O-:53].[Na+:48].[Na+:54].[OH2:55].[OH2:62].[S:44](=[O:45])([OH:46])[O-:47]>>[CH2:1]([CH:2]=[O:43])[c:4]1[c:5]([O:23][CH3:24])[n:6][c:7]([C:19]([F:20])([F:21])[F:22])[cH:8][c:9]1[CH2:10][O:11][Si:12]([CH3:13])([CH3:14])[C:15]([CH3:16])([CH3:17])[CH3:18].